This data is from the Open Reaction Database (ORD), a public repository of structured organic reaction records. The task is: describe an organic reaction: reactants, conditions, products, and yield As a reaction SMILES: [CH3:27][CH2:28][O:29][CH2:30][CH3:31].[Cl:1][C:2](=[O:3])[O:4][CH2:5][c:6]1[cH:7][cH:8][cH:9][cH:10][cH:11]1.[ClH:26].[NH:12]1[CH2:13][CH2:14][CH:15]([C:16](=[O:17])[OH:18])[CH2:19][CH2:20]1.[Na+:21].[OH:22][C:23](=[O:24])[O-:25]>>[C:2](=[O:3])([O:4][CH2:5][c:6]1[cH:7][cH:8][cH:9][cH:10][cH:11]1)[N:12]1[CH2:13][CH2:14][CH:15]([C:16](=[O:17])[OH:18])[CH2:19][CH2:20]1. Starting materials: CCOCC, O=C(Cl)OCc1ccccc1, Cl, O=C(O)C1CCNCC1, [Na+], O=C([O-])O. Yields the product O=C(O)C1CCN(C(=O)OCc2ccccc2)CC1.